This data is from the Open Reaction Database (ORD), a public repository of structured organic reaction records. The task is: describe an organic reaction: reactants, conditions, products, and yield Starting materials: ClC=1C=C(C(=O)N2C[C@@H](OCC2)CNC(OC(C)(C)C)=O)C=CC1Cl (tert-Butyl [(2S)-4-(3,4-dichlorobenzoyl)morpholin-2-yl]methylcarbamate), Cl (hydrogen chloride). Solvent: O1CCOCC1 (dioxane). Conditions: temperature 20 celsius, time 30 minute. Yields the product Cl.ClC=1C=C(C(=O)N2C[C@@H](OCC2)CN)C=CC1Cl (1-[(2S)-4-(3,4-dichlorobenzoyl)morpholin-2-yl]methanamine hydrochloride). Isolated yield 183.8%. RXN SMILES: [Cl:1][C:2]1[CH:3]=[C:4]([CH:22]=[CH:23][C:24]=1[Cl:25])[C:5]([N:7]1[CH2:12][CH2:11][O:10][C@@H:9]([CH2:13][NH:14]C(=O)OC(C)(C)C)[CH2:8]1)=[O:6].Cl>O1CCOCC1>[ClH:1].[Cl:1][C:2]1[CH:3]=[C:4]([CH:22]=[CH:23][C:24]=1[Cl:25])[C:5]([N:7]1[CH2:12][CH2:11][O:10][C@@H:9]([CH2:13][NH2:14])[CH2:8]1)=[O:6] |f:3.4|. Reported procedure: Intermediate 30 (0.770 g) was treated with 4.0M hydrogen chloride in dioxane (8 ml). The mixture was stirred at 20° C. for 30 min. The solvent was removed in vacuo to give the title compound as a white solid (0.592 g). Reactants: ClC=1C=C(C=C(C1)Cl)C(C)NC1=C(C=CC(=C1)N1CCNCC1)S(=O)(=O)C (N-(1-(3,5-dichlorophenyl)ethyl)-2-(methylsulfonyl)-5-(piperazin-1-yl)benzeneamine), Cl (HCl). Solvent: ClCCl (dichloromethane), C(C)OCC (diethyl ether). Run at time 2 hour. Yields the product Cl.ClC=1C=C(C=C(C1)Cl)C(C)NC1=C(C=CC(=C1)N1CCNCC1)S(=O)(=O)C (N-(1-(3,5-Dichlorophenyl)ethyl)-2-(methylsulfonyl)-5-(piperazin-1-yl)benzeneamine hydrochloride). Yield: 95.0%. RXN SMILES: [Cl:1][C:2]1[CH:3]=[C:4]([CH:9]([NH:11][C:12]2[CH:17]=[C:16]([N:18]3[CH2:23][CH2:22][NH:21][CH2:20][CH2:19]3)[CH:15]=[CH:14][C:13]=2[S:24]([CH3:27])(=[O:26])=[O:25])[CH3:10])[CH:5]=[C:6]([Cl:8])[CH:7]=1.Cl>ClCCl.C(OCC)C>[ClH:1].[Cl:1][C:2]1[CH:3]=[C:4]([CH:9]([NH:11][C:12]2[CH:17]=[C:16]([N:18]3[CH2:19][CH2:20][NH:21][CH2:22][CH2:23]3)[CH:15]=[CH:14][C:13]=2[S:24]([CH3:27])(=[O:25])=[O:26])[CH3:10])[CH:5]=[C:6]([Cl:8])[CH:7]=1 |f:4.5|. Reported procedure: To a solution of N-(1-(3,5-dichlorophenyl)ethyl)-2-(methylsulfonyl)-5-(piperazin-1-yl)benzeneamine (0.09 mmol) in dichloromethane (2.0 mL) was added a saturated solution of HCl in diethyl ether (15 mL). The reaction mixture was stirred for 2 h. The solvent was removed by rotary evaporation to afford the title compound in 95% yield. 1H NMR (400 MHz, CD3OD): δ 7.67 (d, 1H), 7.37 (s, 2H), 7.35 (s, 1H), 6.41 (d, 1H), 5.84 (s, 1H), 4.79 (m, 1H), 3.57 (m, 4H), 3.25 (m, 4H), 1.61 (d, 3H); MS (ESI) m/z:... Reaction SMILES: [CH2:1]([O:3][C:4]([N:6]1[CH:11]2[CH2:12][CH2:13][CH:7]1[CH2:8][CH:9]([N:14]1[CH2:19][CH2:18][C:17](=O)[CH2:16][CH2:15]1)[CH2:10]2)=[O:5])[CH3:2].[CH2:21]([NH:23][C:24]1[CH:29]=[CH:28][CH:27]=[CH:26][CH:25]=1)[CH3:22].[BH-](OC(C)=O)(OC(C)=O)OC(C)=O.[Na+].CC(O)=O>ClCCCl>[CH2:1]([O:3][C:4]([N:6]1[CH:11]2[CH2:12][CH2:13][CH:7]1[CH2:8][CH:9]([N:14]1[CH2:19][CH2:18][CH:17]([N:23]([CH2:21][CH3:22])[C:24]3[CH:29]=[CH:28][CH:27]=[CH:26][CH:25]=3)[CH2:16][CH2:15]1)[CH2:10]2)=[O:5])[CH3:2] |f:2.3|. Reaction conditions: time 48 hour. Product: C(C)OC(=O)N1C2CC(CC1CC2)N2CCC(CC2)N(C2=CC=CC=C2)CC (3-[4-(ethyl-phenyl-amino)-piperidin-1-yl]-8-azabicyclo[3.2.1]octane-8-carboxylic acid ethyl ester). The reactants are [BH-](OC(=O)C)(OC(=O)C)OC(=O)C.[Na+] (NaBH(OAc)3), C(C)OC(=O)N1C2CC(CC1CC2)N2CCC(CC2)=O (3-(4-Oxo-piperidin-1-yl)-8-aza-bicyclo[3.2.1]octane-8-carboxylic acid ethyl ester), TEA, C(C)NC1=CC=CC=C1 (ethylaniline), CC(=O)O (AcOH). Reported procedure: 3-(4-Oxo-piperidin-1-yl)-8-aza-bicyclo[3.2.1]octane-8-carboxylic acid ethyl ester 2 (200.000 mg; 0.713 mmol; 1.000 eq.) was dissolved in DCE (4 mL) and treated with TEA (87.821 uL; 63.758 mg; 0.631 mmol; 1.000 eq.) and ethylaniline (91.79 mg; 0.856 mmol; 1.200 eq.), followed by NaBH(OAc)3 (453.569 mg; 2.140 mmol; 3.000 eq.) and AcOH (40.870 uL; 42.873 mg; 0.713 mmol; 1.000 eq.). The reaction was allowed to stir at room temperature for 48 hr and was quenched with MeOH (3 mL). The quenched mixture... The solvent is ClCCCl (DCE). The reactants are COC(=O)C(SC)c1ccc(N2C(=O)c3ccccc3C2=O)cc1, CI, CN(C)C=O, [Cl-], [H-], [NH4+], [Na+]. Yields the product COC(=O)C(C)(SC)c1ccc(N2C(=O)c3ccccc3C2=O)cc1. RXN SMILES: [CH3:1][S:2][CH:3]([C:4](=[O:5])[O:6][CH3:7])[c:8]1[cH:9][cH:10][c:11]([N:14]2[C:15](=[O:24])[c:16]3[c:17]([cH:20][cH:21][cH:22][cH:23]3)[C:18]2=[O:19])[cH:12][cH:13]1.[CH3:27][I:28].[CH3:31][N:32]([CH3:33])[CH:34]=[O:35].[Cl-:29].[H-:25].[NH4+:30].[Na+:26]>>[CH3:1][S:2][C:3]([C:4](=[O:5])[O:6][CH3:7])([c:8]1[cH:9][cH:10][c:11]([N:14]2[C:15](=[O:24])[c:16]3[c:17]([cH:20][cH:21][cH:22][cH:23]3)[C:18]2=[O:19])[cH:12][cH:13]1)[CH3:27]. RXN SMILES: [BH4-].[Na+].[CH3:3][O:4][CH2:5][CH2:6][C:7](=[O:15])[C:8]([O:10][C:11]([CH3:14])([CH3:13])[CH3:12])=[O:9].O.Cl>CO>[OH:15][CH:7]([CH2:6][CH2:5][O:4][CH3:3])[C:8]([O:10][C:11]([CH3:12])([CH3:13])[CH3:14])=[O:9] |f:0.1|. Starting materials: Cl (hydrochloric acid), [BH4-].[Na+] (sodium borohydride), COCCC(C(=O)OC(C)(C)C)=O (tert-butyl 4-methoxy-2-oxobutanoate), O (water). Solvent: CO (methanol). Reaction conditions: time 5 minute. Reported procedure: At 0° C., 1.05 g (27.6 mmol) of sodium borohydride were added a little at a time to a solution of 5.20 g (27.6 mmol) of tert-butyl 4-methoxy-2-oxobutanoate in 68.5 ml of methanol. The reaction mixture was stirred for another 5 min, 5 ml of water were added and the pH was adjusted to 6 using aqueous hydrochloric acid (1N). Methanol was removed under reduced pressure at 30° C. and the aqueous phase that remained was extracted three times with 50 ml of diethyl ether. The combined organic phases wer... The product is OC(C(=O)OC(C)(C)C)CCOC (tert-Butyl 2-hydroxy-4-methoxybutanoate). The reactants are BrCCCBr, CCOC(C)=O, [K+], CN(C)C=O, [OH-], O, c1ccc2[nH]ncc2c1. The product is BrCCCn1ncc2ccccc21. RXN SMILES: [Br:1][CH2:2][CH2:3][CH2:4][Br:5].[CH3:17][CH2:18][O:19][C:20](=[O:21])[CH3:22].[K+:16].[O:23]=[CH:24][N:25]([CH3:26])[CH3:27].[OH-:15].[OH2:28].[nH:6]1[n:7][cH:8][c:9]2[cH:10][cH:11][cH:12][cH:13][c:14]12>>[Br:1][CH2:2][CH2:3][CH2:4][n:6]1[n:7][cH:8][c:9]2[cH:10][cH:11][cH:12][cH:13][c:14]12.